Dataset: the Open Reaction Database (ORD), a public repository of structured organic reaction records. Task: describe an organic reaction: reactants, conditions, products, and yield Starting materials: N1(N=CN=C1)CC(=O)C1=CC=C(C=C1)F (2-(1H-1,2,4-triazol-1-yl)-4'-fluoroacetophenone), C1COCCOCCOCCOCCOCCO1 (18-Crown-6 ether), [OH-].[K+] (potassium hydroxide), BrCCBr (1,2-dibromoethane), solution. The solvent is C(Cl)Cl (methylene chloride). Conditions: time 18 hour. The product is FC1=CC=C(C=C1)C(=O)C1(CC1)N1N=CN=C1 (1-(1H-1,2,4-triazol-1-yl)cyclopropyl 4-fluorophenyl ketone). The yield is 25.0%. Reaction SMILES: [N:1]1([CH2:6][C:7]([C:9]2[CH:14]=[CH:13][C:12]([F:15])=[CH:11][CH:10]=2)=[O:8])[CH:5]=[N:4][CH:3]=[N:2]1.[CH2:16]1OCCOCCOCCOCCOCCO[CH2:17]1.[OH-].[K+].BrCCBr>C(Cl)Cl>[F:15][C:12]1[CH:13]=[CH:14][C:9]([C:7]([C:6]2([N:1]3[CH:5]=[N:4][CH:3]=[N:2]3)[CH2:17][CH2:16]2)=[O:8])=[CH:10][CH:11]=1 |f:2.3|. Procedure details: To a solution of 2-(1H-1,2,4-triazol-1-yl)-4'-fluoroacetophenone (10.24 g, 50 mMole) in methylene chloride (70 ml) was added 18-Crown-6 ether (1 g) (trade mark for 1,4,7,10,13,16-hexaoxacyclooctadecane) and potassium hydroxide (6.1 g, 109 mMole) with stirring. Ten minutes later 1,2-dibromoethane was added (10.3 g, 55 mMole in one batch. Stirring was continued for 18 hours. The mixture was poured into saturated saline solution (100 ml) and the organic phase was separated, washed with water (3×30 ... Starting materials: CCc1n[nH]c2cc(C(=O)OC)ccc12, C1COCCOCCOCCOCCO1, CCOC(C)=O, BrC1CCCC1, [H-], [Na+], CN(C)C=O. Yields the product CCc1nn(C2CCCC2)c2cc(C(=O)OC)ccc12. Reaction SMILES: [CH2:18]([CH3:19])[c:20]1[n:21][nH:22][c:23]2[cH:24][c:25]([C:29](=[O:30])[O:31][CH3:32])[cH:26][cH:27][c:28]12.[CH2:3]1[O:4][CH2:5][CH2:6][O:7][CH2:8][CH2:9][O:10][CH2:11][CH2:12][O:13][CH2:14][CH2:15][O:16][CH2:17]1.[CH3:39][CH2:40][O:41][C:42](=[O:43])[CH3:44].[CH:33]1([Br:38])[CH2:34][CH2:35][CH2:36][CH2:37]1.[H-:2].[Na+:1].[O:45]=[CH:46][N:47]([CH3:48])[CH3:49]>>[CH2:18]([CH3:19])[c:20]1[n:21][n:22]([CH:33]2[CH2:34][CH2:35][CH2:36][CH2:37]2)[c:23]2[cH:24][c:25]([C:29](=[O:30])[O:31][CH3:32])[cH:26][cH:27][c:28]12. The reactants are C1=CC=CC=2C=C(CN3C(C21)=CC=2C=CC(=CC23)C(=O)O)C(=O)O (7H-indolo[2,1-a][2]benzazepine-6,10-dicarboxylic acid), 10-methyl ester, CN(C)C(=[N+](C)C)ON1C2=C(C=CC=C2)N=N1.[B-](F)(F)(F)F (TBTU), CCN(C(C)C)C(C)C (DIPEA), C1=CC=CC=2C=CCN3C(C21)=CC=2C=CC(=CC23)C(=O)O (7H-indolo[2,1-a][2]benzazepine-10-carboxylic acid), N1CCOCC1 (morpholine), C1=CC=CC=2CC=CN3C(C21)=CC=2C=CC(=CC23)C(=O)O (5H-indolo[2,1-a][2]benzazepine-10-carboxylic acid). The solvent is CS(=O)C (DMSO). Conditions: time 15 minute. Yields the product C(C)(=O)C1=C(C=CC=C1)C=1NC2=CC(=CC=C2C1C1CCCCC1)C(=O)OC (Methyl 2-(2-acetylphenyl)-3-cyclohexyl-1H-indole-6-carboxylate). Yield: 82.0%. As a reaction SMILES: [CH:1]1[C:11]2[C:10]3=[CH:12][C:13]4[CH:14]=[CH:15][C:16]([C:19]([OH:21])=[O:20])=[CH:17][C:18]=4[N:9]3CC=C[C:5]=2[CH:4]=[CH:3][CH:2]=1.[CH:22]1[C:32]2C3=CC4C=CC(C(O)=O)=CC=4N3C=CC[C:26]=2[CH:25]=[CH:24][CH:23]=1.C1C2C3=CC4C=C[C:58]([C:61](O)=[O:62])=CC=4N3CC(C(O)=O)=CC=2C=CC=1.[CH3:67]N(C(ON1N=NC2C=CC=CC1=2)=[N+](C)C)C.[B-](F)(F)(F)F.CCN(C(C)C)C(C)C.N1CCOCC1>CS(C)=O>[C:61]([C:5]1[CH:4]=[CH:3][CH:2]=[CH:1][C:11]=1[C:10]1[NH:9][C:18]2[C:13]([C:12]=1[CH:22]1[CH2:32][CH2:26][CH2:25][CH2:24][CH2:23]1)=[CH:14][CH:15]=[C:16]([C:19]([O:21][CH3:67])=[O:20])[CH:17]=2)(=[O:62])[CH3:58] |f:3.4|. Procedure: 7H-indolo[2,1-a][2]benzazepine-10-carboxylic acid, 13-cyclohexyl-5-methyl-6-(4-morpholinylcarbonyl)-, methyl ester. To a solution of 7H-indolo[2,1-a][2]benzazepine-6,10-dicarboxylic acid, 13-cyclohexyl-5-methyl-, 10-methyl ester (120 mg, 0.28 mmol) in DMSO (3.0 mL), TBTU (135 mg, 0.42 mmol) and DIPEA (0.244 mL, 1.4 mmol) were added. The reaction mixture was stirred at rt for 15 min. Then morpholine (0.037 mL, 0. 42 mmol) was added and the reaction mixture was stirred at rt for overnight. It was ... RXN SMILES: [Br:1][c:2]1[c:3]([CH:4]=[O:5])[cH:6][cH:7][cH:8][cH:9]1.[CH2:11]([c:12]1[cH:13][cH:14][cH:15][cH:16][cH:17]1)[Mg+:18].[Cl-:10].[ClH:19].[OH2:20]>>[Br:1][c:2]1[c:3]([CH:4]([OH:5])[CH2:11][c:12]2[cH:13][cH:14][cH:15][cH:16][cH:17]2)[cH:6][cH:7][cH:8][cH:9]1. Yields the product OC(Cc1ccccc1)c1ccccc1Br. Starting materials: O=Cc1ccccc1Br, [Mg+]Cc1ccccc1, [Cl-], Cl, O. RXN SMILES: [CH3:24][c:25]1[cH:26][cH:27][cH:28][cH:29][cH:30]1.[NH2:1][c:2]1[s:3][c:4]([C:10]([CH3:11])([CH3:12])[CH3:13])[cH:5][c:6]1[C:7](=[O:8])[NH2:9].[c:14]1([CH3:23])[cH:15][cH:16][c:17]([N:20]=[C:21]=[O:22])[cH:18][cH:19]1>>[NH:1]([c:2]1[s:3][c:4]([C:10]([CH3:11])([CH3:12])[CH3:13])[cH:5][c:6]1[C:7](=[O:8])[NH2:9])[C:21]([NH:20][c:17]1[cH:16][cH:15][c:14]([CH3:23])[cH:19][cH:18]1)=[O:22]. The product is Cc1ccc(NC(=O)Nc2sc(C(C)(C)C)cc2C(N)=O)cc1. The reactants are Cc1ccccc1, CC(C)(C)c1cc(C(N)=O)c(N)s1, Cc1ccc(N=C=O)cc1. Product: CC(C)(NC(=O)Cn1nc(-c2ccc(Cl)cc2O)n(Cc2ccccc2F)c1=O)c1cccc(C(F)(F)F)c1. RXN SMILES: [B:41]([Br:42])([Br:43])[Br:44].[Cl:1][c:2]1[cH:3][c:4]([O:39][CH3:40])[c:5](-[c:8]2[n:9][n:10]([CH2:22][C:23](=[O:24])[NH:25][C:26]([CH3:27])([c:28]3[cH:29][c:30]([C:34]([F:35])([F:36])[F:37])[cH:31][cH:32][cH:33]3)[CH3:38])[c:11](=[O:21])[n:12]2[CH2:13][c:14]2[c:15]([F:20])[cH:16][cH:17][cH:18][cH:19]2)[cH:6][cH:7]1.[Cl:45][CH2:46][Cl:47]>>[Cl:1][c:2]1[cH:3][c:4]([OH:39])[c:5](-[c:8]2[n:9][n:10]([CH2:22][C:23](=[O:24])[NH:25][C:26]([CH3:27])([c:28]3[cH:29][c:30]([C:34]([F:35])([F:36])[F:37])[cH:31][cH:32][cH:33]3)[CH3:38])[c:11](=[O:21])[n:12]2[CH2:13][c:14]2[c:15]([F:20])[cH:16][cH:17][cH:18][cH:19]2)[cH:6][cH:7]1. Starting materials: BrB(Br)Br, COc1cc(Cl)ccc1-c1nn(CC(=O)NC(C)(C)c2cccc(C(F)(F)F)c2)c(=O)n1Cc1ccccc1F, ClCCl.